Dataset: the Open Reaction Database (ORD), a public repository of structured organic reaction records. Task: describe an organic reaction: reactants, conditions, products, and yield Reactants: [Cl-].[NH4+] (ammonium chloride), C(C)(C)C=1CC2=CC=CC=C2C1 (2-i-propylindene), C[Si](C1C(=CC2=C(C=CC=C12)C1=CC=CC=C1)C)(C)Cl (dimethyl(2-methyl-4-phenylindenyl)silyl chloride), C(CCC)[Li] (n-butyllithium). The reagents and catalysts are [Cu]C#N (copper (I) cyanide). The solvent is C(C)OCC (diethyl ether), CCCCCC (hexane). Conditions: time 12 hour. The product is C[Si](C1C(=CC2=C(C=CC=C12)C1=CC=CC=C1)C)(C1C(=CC2=CC=CC=C12)C(C)C)C (Dimethyl(2-i-propylindenyl)(2-methyl-4-phenylindenyl)silane). The yield is 84.3%. As a reaction SMILES: [CH:1]([C:4]1[CH2:5][C:6]2[C:11]([CH:12]=1)=[CH:10][CH:9]=[CH:8][CH:7]=2)([CH3:3])[CH3:2].C([Li])CCC.[CH3:18][Si:19](Cl)([CH3:36])[CH:20]1[C:28]2[C:23](=[C:24]([C:29]3[CH:34]=[CH:33][CH:32]=[CH:31][CH:30]=3)[CH:25]=[CH:26][CH:27]=2)[CH:22]=[C:21]1[CH3:35].[Cl-].[NH4+]>[Cu]C#N.CCCCCC.C(OCC)C>[CH3:18][Si:19]([CH3:36])([CH:5]1[C:6]2[C:11](=[CH:10][CH:9]=[CH:8][CH:7]=2)[CH:12]=[C:4]1[CH:1]([CH3:3])[CH3:2])[CH:20]1[C:28]2[C:23](=[C:24]([C:29]3[CH:34]=[CH:33][CH:32]=[CH:31][CH:30]=3)[CH:25]=[CH:26][CH:27]=2)[CH:22]=[C:21]1[CH3:35] |f:3.4|. Procedure: In a 200-ml two-necked flask were charged 4.5 g (28.5 mmol) of 2-i-propylindene, 70.2 mg (0.78 mmol) of copper (I) cyanide, and 150 ml of diethyl ether. To the mixture was added at -78° C. 19.6 ml of 1.6 M hexane solution of n-butyllithium and the mixture was stirred at room temperature for 2 hours. Subsequently, 6.57 g (23.6 mmol) of dimethyl(2-methyl-4-phenylindenyl)silyl chloride was added at -78° C. and the mixture was stirred at room temperature for 12 hours. After addition of aqueous ammon...